This data is from the Open Reaction Database (ORD), a public repository of structured organic reaction records. The task is: describe an organic reaction: reactants, conditions, products, and yield Reactants: Oc1cc(F)ccc1Br, [Na+], [Na+], O=C([O-])[O-], C1COCCO1, c1ccc(P(c2ccccc2)(c2ccccc2)[Pd](P(c2ccccc2)(c2ccccc2)c2ccccc2)(P(c2ccccc2)(c2ccccc2)c2ccccc2)P(c2ccccc2)(c2ccccc2)c2ccccc2)cc1, OB(O)c1cccs1. Product: Oc1cc(F)ccc1-c1cccs1. RXN SMILES: [Br:1][c:2]1[c:3]([OH:9])[cH:4][c:5]([F:8])[cH:6][cH:7]1.[Na+:18].[Na+:19].[O-:20][C:21](=[O:22])[O-:23].[O:24]1[CH2:25][CH2:26][O:27][CH2:28][CH2:29]1.[cH:30]1[cH:31][cH:32][c:33]([P:34]([Pd:35]([P:36]([c:37]2[cH:38][cH:39][cH:40][cH:41][cH:42]2)([c:43]2[cH:44][cH:45][cH:46][cH:47][cH:48]2)[c:49]2[cH:50][cH:51][cH:52][cH:53][cH:54]2)([P:55]([c:56]2[cH:57][cH:58][cH:59][cH:60][cH:61]2)([c:62]2[cH:63][cH:64][cH:65][cH:66][cH:67]2)[c:68]2[cH:69][cH:70][cH:71][cH:72][cH:73]2)[P:74]([c:75]2[cH:76][cH:77][cH:78][cH:79][cH:80]2)([c:81]2[cH:82][cH:83][cH:84][cH:85][cH:86]2)[c:87]2[cH:88][cH:89][cH:90][cH:91][cH:92]2)([c:93]2[cH:94][cH:95][cH:96][cH:97][cH:98]2)[c:99]2[cH:100][cH:101][cH:102][cH:103][cH:104]2)[cH:105][cH:106]1.[s:10]1[c:11]([B:15]([OH:16])[OH:17])[cH:12][cH:13][cH:14]1>>[c:2]1(-[c:11]2[s:10][cH:14][cH:13][cH:12]2)[c:3]([OH:9])[cH:4][c:5]([F:8])[cH:6][cH:7]1. Reactants: BrC1=CC=C(C=C1)C#C (p-bromophenyl acetylene), [Mg] (magnesium), Cl[Si](C)(C)C (chlorotrimethylsilane), saturated aqueous solution, [NH4+].[Cl-] (NH4Cl), CC (ethane). The solvent is O1CCCC1 (tetrahydrofuran). Reaction conditions: time 30 minute. Product: BrC1=CC=C(C=C1)C#C[Si](C)(C)C (p-bromophenylethynyl trimethylsilane). As a reaction SMILES: [Br:1][C:2]1[CH:7]=[CH:6][C:5]([C:8]#[CH:9])=[CH:4][CH:3]=1.[Mg].CC.Cl[Si:14]([CH3:17])([CH3:16])[CH3:15].[NH4+].[Cl-]>O1CCCC1>[Br:1][C:2]1[CH:7]=[CH:6][C:5]([C:8]#[C:9][Si:14]([CH3:17])([CH3:16])[CH3:15])=[CH:4][CH:3]=1 |f:4.5|. Reported procedure: Dropwise over 30 minutes, 26.4 g of p-bromophenyl acetylene in solution in 100 ml of tetrahydrofuran were added to 215 ml of the magnesium compound solution prepared above and the reaction was lively and immediately was accompanied by an evolution of ethane and a rise in temperature. The temperature was brought back to 15°-20° C. and stirring was continued for 10 minutes. Over 5 minutes, 20 ml of chlorotrimethylsilane was added dropwise and after allowing the temperature to return to the ambient... Starting materials: CCOCC (Ether), C(C)OC(=O)[C@H]1CN(CCC1)CCCN1C2=C(OCOC3=C1C=CC=C3)C=CC(=C2)Cl ((R)-1-(3-(2-chloro-12H-dibenzo[d,g][1,3,6]dioxazocin-12-yl)-1-propyl)-3-piperidinecarboxylic acid ethyl ester), [OH-].[Na+] (sodium hydroxide), Cl (hydrogen chloride), CCOCC (ether). Solvent: C(C)O (ethanol). Run at time 16 hour. The product is Cl.ClC1=CC2=C(OCOC3=C(N2CCCN2C[C@@H](CCC2)C(=O)O)C=CC=C3)C=C1 ((R)-1-(3-(2-Chloro-12H-dibenzo[d,g][1,3,6]dioxazocin-12-yl)-1-propyl)-3-piperidinecarboxylic acid hydrochloride). Isolated yield 135.2%. RXN SMILES: C([O:3][C:4]([C@@H:6]1[CH2:11][CH2:10][CH2:9][N:8]([CH2:12][CH2:13][CH2:14][N:15]2[C:22]3[CH:23]=[CH:24][CH:25]=[CH:26][C:21]=3[O:20][CH2:19][O:18][C:17]3[CH:27]=[CH:28][C:29]([Cl:31])=[CH:30][C:16]2=3)[CH2:7]1)=[O:5])C.[OH-].[Na+].Cl.CCOCC>C(O)C>[ClH:31].[Cl:31][C:29]1[CH:28]=[CH:27][C:17]2[O:18][CH2:19][O:20][C:21]3[CH:26]=[CH:25][CH:24]=[CH:23][C:22]=3[N:15]([CH2:14][CH2:13][CH2:12][N:8]3[CH2:9][CH2:10][CH2:11][C@@H:6]([C:4]([OH:5])=[O:3])[CH2:7]3)[C:16]=2[CH:30]=1 |f:1.2,6.7|. Reported procedure: The above ester (0.77 g, 1.73 mmol) was dissolved in ethanol (7.5 ml) and 2N sodium hydroxide (2.86 ml, 5.71 mmol) was added. The mixture was stirred at room temperature for 16 h. The ethanol was evaporated in vacuo and the remainder was diluted with water (25 ml). pH was adjusted to 6 by addition of 6N hydrochloric acid and the aqueous solution was extracted with dichloromethane (3×15 ml). The combined organic extracts were dried over MgSO4 and evaporated in vacuo. The remainder was dissolved i... Reactants: COC(=O)COc1ccc(OCc2nc(-c3ccccc3Br)cs2)cc1C, C1CCOC1, CCOC(C)=O, Cl, [Li+], [OH-], O. Yields the product Cc1cc(OCc2nc(-c3ccccc3Br)cs2)ccc1OCC(=O)O. As a reaction SMILES: [Br:1][c:2]1[c:3](-[c:8]2[n:9][c:10]([CH2:13][O:14][c:15]3[cH:16][c:17]([CH3:27])[c:18]([O:19][CH2:20][C:21](=[O:22])[O:23][CH3:24])[cH:25][cH:26]3)[s:11][cH:12]2)[cH:4][cH:5][cH:6][cH:7]1.[CH2:37]1[O:38][CH2:39][CH2:40][CH2:41]1.[CH3:31][CH2:32][O:33][C:34]([CH3:35])=[O:36].[ClH:30].[Li+:29].[OH-:28].[OH2:42]>>[Br:1][c:2]1[c:3](-[c:8]2[n:9][c:10]([CH2:13][O:14][c:15]3[cH:16][c:17]([CH3:27])[c:18]([O:19][CH2:20][C:21](=[O:22])[OH:23])[cH:25][cH:26]3)[s:11][cH:12]2)[cH:4][cH:5][cH:6][cH:7]1. The reactants are CCO, C1NC2CC3CC1CC(C3)C2, O=C(Cl)c1ccc([N+](=O)[O-])cc1. The product is O=C(c1ccc([N+](=O)[O-])cc1)N1CC2CC3CC(C2)CC1C3. Reaction SMILES: [CH3:24][CH2:25][OH:26].[CH:1]12[CH2:2][CH:3]3[NH:4][CH2:5][CH:6]([CH2:7][CH:8]([CH2:9]1)[CH2:10]3)[CH2:11]2.[N+:12](=[O:13])([O-:14])[c:15]1[cH:16][cH:17][c:18]([C:19](=[O:20])[Cl:21])[cH:22][cH:23]1>>[CH:1]12[CH2:2][CH:3]3[N:4]([C:19]([c:18]4[cH:17][cH:16][c:15]([N+:12](=[O:13])[O-:14])[cH:23][cH:22]4)=[O:20])[CH2:5][CH:6]([CH2:7][CH:8]([CH2:9]1)[CH2:10]3)[CH2:11]2. Reactants: [Cl-].C[P+]1(CCCC1)CCO (1-methyl-1(2-hydroxyethyl)-phospholanium chloride), S(=O)(Cl)Cl (thionyl chloride), C (charcoal), Cl (hydrogen chloride). Solvent: C(Cl)(Cl)Cl (chloroform), CN(C=O)C (dimethylformamide). Yields the product [Cl-].C[P+]1(CCCC1)CCCl (1-methyl-1-(2-chloroethyl)-phospholanium chloride), hydrate. Reaction SMILES: S(Cl)([Cl:3])=O.[Cl-:5].[CH3:6][P+:7]1([CH2:12][CH2:13]O)[CH2:11][CH2:10][CH2:9][CH2:8]1.Cl.C>C(Cl)(Cl)Cl.CN(C)C=O>[Cl-:3].[CH3:6][P+:7]1([CH2:12][CH2:13][Cl:5])[CH2:11][CH2:10][CH2:9][CH2:8]1 |f:1.2,7.8|. Procedure: 27.3 g (0.23 mole) of thionyl chloride were added dropwise, whilst stirring, to a solution of 36.5 g (0.2 mole) of 1-methyl-1(2-hydroxyethyl)-phospholanium chloride in 200 ml of chloroform and a small amount of dimethylformamide at 65° C. When the evolution of hydrogen chloride had subsided, the reaction mixture was concentrated under reduced pressure and the residue which remained was taken up in water. The solution thereby produced was treated with active charcoal and then filtered. Concentrat...